This data is from the Open Reaction Database (ORD), a public repository of structured organic reaction records. The task is: describe an organic reaction: reactants, conditions, products, and yield Starting materials: C(C1=CC=CC=C1)OC1=C(C(=CC(=C1)OCC1=CC=CC=C1)OC1=CC=C(C=C1)[N+](=O)[O-])C(C)=O (1-[2,4-bis(benzyloxy)-6-(4-nitrophenoxy)phenyl]ethanone), NO.Cl (NH2OH.HCl), CC(=O)O[Na] (CH3COONa). Solvent: C(C)O (ethanol), C(C)(=O)O (acetic acid). Product: C(C1=CC=CC=C1)OC1=C(C(=CC(=C1)OCC1=CC=CC=C1)OC1=CC=C(C=C1)[N+](=O)[O-])C(C)=NO (1-[2,4-Bis(benzyloxy)-6-(4-nitrophenoxy)phenyl]-N-hydroxyethanimine). Isolated yield 85.8%. RXN SMILES: [CH2:1]([O:8][C:9]1[CH:14]=[C:13]([O:15][CH2:16][C:17]2[CH:22]=[CH:21][CH:20]=[CH:19][CH:18]=2)[CH:12]=[C:11]([O:23][C:24]2[CH:29]=[CH:28][C:27]([N+:30]([O-:32])=[O:31])=[CH:26][CH:25]=2)[C:10]=1C(=O)C)[C:2]1[CH:7]=[CH:6][CH:5]=[CH:4][CH:3]=1.[NH2:36][OH:37].Cl.[CH3:39][C:40](O[Na])=O>C(O)C.C(O)(=O)C>[CH2:1]([O:8][C:9]1[CH:14]=[C:13]([O:15][CH2:16][C:17]2[CH:18]=[CH:19][CH:20]=[CH:21][CH:22]=2)[CH:12]=[C:11]([O:23][C:24]2[CH:25]=[CH:26][C:27]([N+:30]([O-:32])=[O:31])=[CH:28][CH:29]=2)[C:10]=1[C:40](=[N:36][OH:37])[CH3:39])[C:2]1[CH:7]=[CH:6][CH:5]=[CH:4][CH:3]=1 |f:1.2|. Procedure details: A stirred solution of 1-[2,4-bis(benzyloxy)-6-(4-nitrophenoxy)phenyl]ethanone (15 g, 32 mmol), NH2OH.HCl (3 g, 42 mmol) and CH3COONa (3.5 g, 42 mmol) in ethanol (150 mL) and acetic acid (250 mL) was refluxed for 5 hours. The solvent was removed and the residue taken up in ethyl acetate was thoroughly washed with 2 M NaHCO3 solution then with brine. After drying over Na2SO4, the solvent was removed and the oily residue was filtered on a small pad of silica gel eluting with hexane/ethyl acetate 6/... Starting materials: C(C1=CC=CC=C1)(=O)Cl (benzoyl chloride), BrC1=CC(=C(NC)C=C1)[N+](=O)[O-] (4-bromo-N-methyl-2-nitroaniline), C(C)(=O)OCC (ethyl acetate). Run in N1=CC=CC=C1 (pyridine). Reaction conditions: temperature 90 celsius, time 7 hour. Product: BrC1=CC(=C(N(C(C2=CC=CC=C2)=O)C)C=C1)[N+](=O)[O-] (4′-bromo-N-methyl-2′-nitrobenzanilide). Isolated yield 97.7%. Reaction SMILES: [Br:1][C:2]1[CH:9]=[CH:8][C:5]([NH:6][CH3:7])=[C:4]([N+:10]([O-:12])=[O:11])[CH:3]=1.[C:13](Cl)(=[O:20])[C:14]1[CH:19]=[CH:18][CH:17]=[CH:16][CH:15]=1.C(OCC)(=O)C>N1C=CC=CC=1>[Br:1][C:2]1[CH:9]=[CH:8][C:5]([N:6]([CH3:7])[C:13](=[O:20])[C:14]2[CH:19]=[CH:18][CH:17]=[CH:16][CH:15]=2)=[C:4]([N+:10]([O-:12])=[O:11])[CH:3]=1. Procedure details: 6.8 g (29 mmol) of 4-bromo-N-methyl-2-nitroaniline was dissolved in 20 mL of pyridine. After the addition of 5.0 g (35 mmol) of benzoyl chloride, the mixture was stirred at 90° C. for 7 hours in an argon atmosphere. After completion of the reaction, 200 mL of ethyl acetate was added to the reaction solution. The organic phase was washed with a 10% hydrochloric acid aqueous solution, a 10% potassium carbonate aqueous solution, and a saturated sodium chloride solution, and dried over magnesium sul... The reactants are ClC(C=1OC2=C(C1)C=C(C=C2)OC)C2CCCCC2 (2-[chloro(cyclohexyl)methyl]-5-methoxy-1-benzofuran), NC1=CC=C(C=C1)C(=O)N(CCC(=O)OCC)C (ethyl 3-{[(4-aminophenyl)carbonyl](methyl)amino}propanoate). The product is C1(CCCCC1)C(C=1OC2=C(C1)C=C(C=C2)OC)NC2=CC=C(C=C2)C(=O)N(CCC(=O)O)C (3-{[(4-{[cyclohexyl(5-methoxy-1-benzofuran-2-yl)methyl]amino}phenyl)carbonyl](methyl)amino}propanoic acid). The yield is 14.5%. RXN SMILES: Cl[CH:2]([CH:14]1[CH2:19][CH2:18][CH2:17][CH2:16][CH2:15]1)[C:3]1[O:4][C:5]2[CH:11]=[CH:10][C:9]([O:12][CH3:13])=[CH:8][C:6]=2[CH:7]=1.[NH2:20][C:21]1[CH:26]=[CH:25][C:24]([C:27]([N:29]([CH3:37])[CH2:30][CH2:31][C:32]([O:34]CC)=[O:33])=[O:28])=[CH:23][CH:22]=1>>[CH:14]1([CH:2]([NH:20][C:21]2[CH:22]=[CH:23][C:24]([C:27]([N:29]([CH3:37])[CH2:30][CH2:31][C:32]([OH:34])=[O:33])=[O:28])=[CH:25][CH:26]=2)[C:3]2[O:4][C:5]3[CH:11]=[CH:10][C:9]([O:12][CH3:13])=[CH:8][C:6]=3[CH:7]=2)[CH2:19][CH2:18][CH2:17][CH2:16][CH2:15]1. Procedure: Using 2-[chloro(cyclohexyl)methyl]-5-methoxy-1-benzofuran (361 mg) synthesized in Example A22(3) and ethyl 3-{[(4-aminophenyl)carbonyl](methyl)amino}propanoate (325 mg) synthesized in Example 2(2) and in the same manner as in Example A22(4), the title object compound (87.0 mg, 14%) was obtained as a white solid. Reactants: BrC1=CC=C(C=C1)C1=CC(=NN1C1=CC(=C(C=C1)S(=O)(=O)C)F)C(F)(F)F (5-(4-bromophenyl)-1-[3-fluoro-4-(methylsulfonyl)phenyl]-3-(trifluoromethyl)-1H-pyrazole), O1C=C(C=C1)B(O)O (furan-3-boronic acid), C(=O)(O)[O-].[Na+] (NaHCO3). The reagents and catalysts are C1=CC=C(C=C1)P(C2=CC=CC=C2)C3=CC=CC=C3.C1=CC=C(C=C1)P(C2=CC=CC=C2)C3=CC=CC=C3.Cl[Pd]Cl (bis(triphenylphosphine)palladium(II)chloride). The solvent is COCCOC (DME). The product is FC=1C=C(C=CC1S(=O)(=O)C)N1N=C(C=C1C1=CC=C(C=C1)C1=COC=C1)C(F)(F)F (1-[3-Fluoro-4-(methylsulfonyl)phenyl]-5-[4-(3-furyl)phenyl]-3-(trifluoromethyl)-1H-pyrazole). The yield is 45.2%. Reaction SMILES: Br[C:2]1[CH:7]=[CH:6][C:5]([C:8]2[N:12]([C:13]3[CH:18]=[CH:17][C:16]([S:19]([CH3:22])(=[O:21])=[O:20])=[C:15]([F:23])[CH:14]=3)[N:11]=[C:10]([C:24]([F:27])([F:26])[F:25])[CH:9]=2)=[CH:4][CH:3]=1.[O:28]1[CH:32]=[CH:31][C:30](B(O)O)=[CH:29]1.C([O-])(O)=O.[Na+]>COCCOC.C1C=CC(P(C2C=CC=CC=2)C2C=CC=CC=2)=CC=1.C1C=CC(P(C2C=CC=CC=2)C2C=CC=CC=2)=CC=1.Cl[Pd]Cl>[F:23][C:15]1[CH:14]=[C:13]([N:12]2[C:8]([C:5]3[CH:6]=[CH:7][C:2]([C:30]4[CH:31]=[CH:32][O:28][CH:29]=4)=[CH:3][CH:4]=3)=[CH:9][C:10]([C:24]([F:27])([F:26])[F:25])=[N:11]2)[CH:18]=[CH:17][C:16]=1[S:19]([CH3:22])(=[O:21])=[O:20] |f:2.3,5.6.7|. Reported procedure: To a stirred solution of 5-(4-bromophenyl)-1-[3-fluoro-4-(methylsulfonyl)phenyl]-3-(trifluoromethyl)-1H-pyrazole (0.15 g, 0.324 mmol) in DME (3.9 mL) was added furan-3-boronic acid (0.044 g, 0.389 mmol), bis(triphenylphosphine)palladium(II)chloride (0.025 g, 0.04 mmol) and saturated NaHCO3 solution (1.3 mL) at room temperature under nitrogen. The mixture was heated at reflux temperature for 4 hours, and cooled down to room temperature. The reaction mixture was filtered through celite, the filtra... Starting materials: 3- and 4-hydroxy, S(O)(O)(=O)=O (sulfuric acid), O1C(=CC=C1)C(CC#CCCCC(=O)OC)OC (methyl 8-(2-furyl)-8-methoxy-5-octynoate), O.P(=O)(O)(O)[O-].[Na+] (sodium dihydrogen phosphate monohydrate), P(O)(O)(O)=O (phosphoric acid). Run in O (water), O1CCOCC1 (dioxane). Reaction conditions: temperature 50 celsius. The product is OC1C=C(C(C1)=O)CC#CCCCC(=O)O (7-(4-Hydroxycyclopent-2-en-1-on-2-yl)-5-heptynoic acid). The yield is 72.0%. RXN SMILES: [O:1]1[CH:5]=[CH:4][CH:3]=[C:2]1[CH:6](OC)[CH2:7][C:8]#[C:9][CH2:10][CH2:11][CH2:12][C:13]([O:15]C)=[O:14].O.P([O-])(O)(O)=[O:21].[Na+].P(=O)(O)(O)O.S(=O)(=O)(O)O>O.O1CCOCC1>[OH:21][CH:3]1[CH2:4][C:5](=[O:1])[C:6]([CH2:7][C:8]#[C:9][CH2:10][CH2:11][CH2:12][C:13]([OH:15])=[O:14])=[CH:2]1 |f:1.2.3|. Reported procedure: A stirred solution of 25.0 g of methyl 8-(2-furyl)-8-methoxy-5-octynoate, 5.52 g of sodium dihydrogen phosphate monohydrate, 45.6 g of 86% phosphoric acid, 300 ml of dioxane and 200 ml of water was heated under reflux for 44 hours. The resulting solution, which contained a mixture of the 3- and 4-hydroxy isomers, was cooled to 50° C. and treated dropwise with 15 ml of concentrated sulfuric acid. This solution was stirred under reflux for 12 hours, cooled and partitioned with brine and ether. The... Reactants: COC(CC=1C=C(C(=CC1)OC)C1=C(C=C(C=C1)C(F)(F)F)C(C)NCC)=O ([2′-(1-ethylamino-ethyl)-6-methoxy-4′-trifluoromethyl-biphenyl-3-yl]-acetic acid methyl ester), C(C)(=O)Cl (acetyl chloride). Yields the product COC(CC=1C=C(C(=CC1)OC)C1=C(C=C(C=C1)C(F)(F)F)C(C)N(CC)C(C)=O)=O ({2′-[1-(Acetyl-ethyl-amino)-ethyl]-6-methoxy-4′-trifluoromethyl-biphenyl-3-yl}-acetic acid methyl ester). RXN SMILES: [CH3:1][O:2][C:3](=[O:28])[CH2:4][C:5]1[CH:6]=[C:7]([C:13]2[CH:18]=[CH:17][C:16]([C:19]([F:22])([F:21])[F:20])=[CH:15][C:14]=2[CH:23]([NH:25][CH2:26][CH3:27])[CH3:24])[C:8]([O:11][CH3:12])=[CH:9][CH:10]=1.[C:29](Cl)(=[O:31])[CH3:30]>>[CH3:1][O:2][C:3](=[O:28])[CH2:4][C:5]1[CH:6]=[C:7]([C:13]2[CH:18]=[CH:17][C:16]([C:19]([F:21])([F:20])[F:22])=[CH:15][C:14]=2[CH:23]([N:25]([C:29](=[O:31])[CH3:30])[CH2:26][CH3:27])[CH3:24])[C:8]([O:11][CH3:12])=[CH:9][CH:10]=1. Procedure details: Prepared according to the procedure described in Example 1, Step 6, using the following starting materials: [2′-(1-ethylamino-ethyl)-6-methoxy-4′-trifluoromethyl-biphenyl-3-yl]-acetic acid methyl ester and acetyl chloride. The reactants are FC(OC1=C2C=C(NC2=CC=C1)C(=O)O)(F)F (4-(trifluoromethoxy)-1H-indole-2-carboxylic acid). The reagents and catalysts are [Cu] (copper(0)). Run in N1=CC=CC2=CC=CC=C12 (quinoline). Reaction conditions: temperature 200 celsius. Product: FC(OC1=C2C=CNC2=CC=C1)(F)F (4-(Trifluoromethoxy)indole). The yield is 40.2%. Reaction SMILES: [F:1][C:2]([F:17])([F:16])[O:3][C:4]1[CH:12]=[CH:11][CH:10]=[C:9]2[C:5]=1[CH:6]=[C:7](C(O)=O)[NH:8]2>N1C2C(=CC=CC=2)C=CC=1.[Cu]>[F:17][C:2]([F:1])([F:16])[O:3][C:4]1[CH:12]=[CH:11][CH:10]=[C:9]2[C:5]=1[CH:6]=[CH:7][NH:8]2. Procedure details: 0.18 g of copper(0) is added to a solution of 1.0 g of 4-(trifluoromethoxy)-1H-indole-2-carboxylic acid in 4.5 ml of quinoline under argon. The reaction mixture is heated at 200° C. for 5 hours, and is then cooled to ambient temperature. After dilution with 30 ml of diethyl ether, the mixture is filtered through Clarcel®. The filtrate is washed successively with 6×10 ml of a 6N hydrochloric acid solution, with 10 ml of a saturated sodium hydrogen carbonate solution and then with 10 ml of saturat... The reactants are CN(C(=O)Cl)C1=CC=CC=C1 (N-methyl-N-phenylcarbamoyl chloride), C(C)OCC=1N(C2=C(C(=NC(=C2C)C)N)N1)CCC1CCNCC1 (2-(ethoxymethyl)-6,7-dimethyl-1-(2-piperidin-4-ylethyl)-1H-imidazo[4,5-c]pyridin-4-amine). Yields the product NC1=NC(=C(C2=C1N=C(N2CCC2CCN(CC2)C(=O)N(C2=CC=CC=C2)C)COCC)C)C (4-{2-[4-amino-2-(ethoxymethyl)-6,7-dimethyl-1H-imidazo[4,5-c]pyridin-1-yl]ethyl}-N-methyl-N-phenylpiperidine-1-carboxamide). RXN SMILES: [CH3:1][N:2]([C:6]1[CH:11]=[CH:10][CH:9]=[CH:8][CH:7]=1)[C:3](Cl)=[O:4].[CH2:12]([O:14][CH2:15][C:16]1[N:17]([CH2:28][CH2:29][CH:30]2[CH2:35][CH2:34][NH:33][CH2:32][CH2:31]2)[C:18]2[C:23]([CH3:24])=[C:22]([CH3:25])[N:21]=[C:20]([NH2:26])[C:19]=2[N:27]=1)[CH3:13]>>[NH2:26][C:20]1[C:19]2[N:27]=[C:16]([CH2:15][O:14][CH2:12][CH3:13])[N:17]([CH2:28][CH2:29][CH:30]3[CH2:35][CH2:34][N:33]([C:3]([N:2]([CH3:1])[C:6]4[CH:11]=[CH:10][CH:9]=[CH:8][CH:7]=4)=[O:4])[CH2:32][CH2:31]3)[C:18]=2[C:23]([CH3:24])=[C:22]([CH3:25])[N:21]=1. Procedure details: Using the method of Examples 54-65, N-methyl-N-phenylcarbamoyl chloride was reacted with 2-(ethoxymethyl)-6,7-dimethyl-1-(2-piperidin-4-ylethyl)-1H-imidazo[4,5-c]pyridin-4-amine to provide the desired compound. The observed accurate mass was 465.3006. Reagents/catalysts: [Pd] (Pd/C). The solvent is CCOC(=O)C (EtOAc). The reactants are FC1=C(C(=CC=C1)F)C=1OC(=C(N1)C#N)NC1=CC=C(C=C1)[N+](=O)[O-] (2-(2,6-difluorophenyl)-5-(4-nitrophenylamino)oxazole-4-carbonitrile), CO (MeOH). Procedure details: A solution of 2-(2,6-difluorophenyl)-5-(4-nitrophenylamino)oxazole-4-carbonitrile (0.435 g, 1.271 mmol) in 50:50 MeOH:EtOAc (10 ml) was hydrogenated using a 10% Pd/C catalyst at 30° C. at atmospheric pressure using the Thales H-Cube at a flow rate of 1 ml/min. The organic layer was then reduced in vacuo to yield 5-(4-aminophenylamino)-2-(2,6-difluorophenyl)oxazole-4-carbonitrile (0.360 g, 1.153 mmol, 90%). 1H NMR (CD3OD) δ 6.74 (2H, d), 7.10 (2H, d), 7.14 (2H, t), 7.55 (1H, m). LCMS (2) Rt: 2.47... Yields the product NC1=CC=C(C=C1)NC1=C(N=C(O1)C1=C(C=CC=C1F)F)C#N (5-(4-aminophenylamino)-2-(2,6-difluorophenyl)oxazole-4-carbonitrile). Yield: 90.7%. Reaction SMILES: [F:1][C:2]1[CH:7]=[CH:6][CH:5]=[C:4]([F:8])[C:3]=1[C:9]1[O:10][C:11]([NH:16][C:17]2[CH:22]=[CH:21][C:20]([N+:23]([O-])=O)=[CH:19][CH:18]=2)=[C:12]([C:14]#[N:15])[N:13]=1.CO>[Pd].CCOC(C)=O>[NH2:23][C:20]1[CH:19]=[CH:18][C:17]([NH:16][C:11]2[O:10][C:9]([C:3]3[C:4]([F:8])=[CH:5][CH:6]=[CH:7][C:2]=3[F:1])=[N:13][C:12]=2[C:14]#[N:15])=[CH:22][CH:21]=1. Starting materials: C(C)(C)(C)OC(NC=1C=C2CC(CC2=CC1)CN1CC(C(CC1)N1C(=NC2=C1C=CC(=C2)C)C)CO)=O ({2-[4-(2,5-Dimethyl-benzoimidazol-1-yl)-3-hydroxymethyl-piperidin-1-ylmethyl]-indan-5-yl}-carbamic acid tert-butyl ester). Run in Cl (HCl), O1CCOCC1 (dioxane), C(Cl)Cl (CH2Cl2). Run at time 1 hour. Yields the product NC=1C=C2CC(CC2=CC1)CN1CC(C(CC1)N1C(=NC2=C1C=CC(=C2)C)C)CO ([1-(5-amino-indan-2-ylmethyl)-4-(2,5-dimethyl-benzoimidazol-1-yl)-piperidin-3-yl]-methanol). Reaction SMILES: C(OC(=O)[NH:7][C:8]1[CH:9]=[C:10]2[C:14](=[CH:15][CH:16]=1)[CH2:13][CH:12]([CH2:17][N:18]1[CH2:23][CH2:22][CH:21]([N:24]3[C:28]4[CH:29]=[CH:30][C:31]([CH3:33])=[CH:32][C:27]=4[N:26]=[C:25]3[CH3:34])[CH:20]([CH2:35][OH:36])[CH2:19]1)[CH2:11]2)(C)(C)C>Cl.O1CCOCC1.C(Cl)Cl>[NH2:7][C:8]1[CH:9]=[C:10]2[C:14](=[CH:15][CH:16]=1)[CH2:13][CH:12]([CH2:17][N:18]1[CH2:23][CH2:22][CH:21]([N:24]3[C:28]4[CH:29]=[CH:30][C:31]([CH3:33])=[CH:32][C:27]=4[N:26]=[C:25]3[CH3:34])[CH:20]([CH2:35][OH:36])[CH2:19]1)[CH2:11]2. Procedure: {2-[4-(2,5-Dimethyl-benzoimidazol-1-yl)-3-hydroxymethyl-piperidin-1-ylmethyl]-indan-5-yl}-carbamic acid tert-butyl ester (191 mg) was dissolved in 4M HCl in dioxane and stirred for 1 h after which all volatiles were removed under reduced pressure to yield a heavy oil which was suspended in CH2Cl2 and washed with 0.1 M NaOH. The organic phase was dried over Na2CO3. Filtration and removal of volatiles yielded [1-(5-amino-indan-2-ylmethyl)-4-(2,5-dimethyl-benzoimidazol-1-yl)-piperidin-3-yl]-methano...